From a dataset of the Open Reaction Database (ORD), a public repository of structured organic reaction records. describe an organic reaction: reactants, conditions, products, and yield Run in C1CCOC1 (THF). RXN SMILES: [CH3:1][NH:2][C@H:3]1[CH2:6][C@H:5]([O:7][c:8]2[c:30]([c:19]3[n:18][c:10]([NH:11][c:12]4[cH:17][n:15]([CH3:16])[n:14][cH:13]4)[n:9]2)[c:22]([c:23]5[c:28]([F:29])[cH:27][cH:26][cH:25][n:24]5)[cH:21][nH:20]3)[CH2:4]1.O[C:31]([CH:33]=[CH2:34])=[O:32]>>[CH3:1][N:2]([C:31]([CH:33]=[CH2:34])=[O:32])[C@H:3]1[CH2:6][C@H:5]([O:7][c:8]2[c:30]([c:19]3[n:18][c:10]([NH:11][c:12]4[cH:17][n:15]([CH3:16])[n:14][cH:13]4)[n:9]2)[c:22]([c:23]5[c:28]([F:29])[cH:27][cH:26][cH:25][n:24]5)[cH:21][nH:20]3)[CH2:4]1. Yields the product CN([C@@H]1C[C@H](C1)Oc2nc(Nc3cnn(C)c3)nc4[nH]cc(c5ncccc5F)c24)C(=O)C=C. The reactants are C(C=C)(O)=O, c12nc(nc(c1c(c[nH]2)c1c(cccn1)F)O[C@H]1C[C@@H](C1)NC)Nc1cnn(c1)C. Conditions: time nan hour. Reagents/catalysts: CCN(C(C)C)C(C)C (DIPEA), c1ccc(cc1)-c2c3ccccc3cc4ccccc24 (9-Phenylanthracene), C[N+]1=CC=CC=C1Cl.[I-]   (2-chloro-1-methylpyridin-1-ium;iodide  ). Starting materials: [BH4-], CCO, CC(=O)c1ccc(Oc2ccc(Cl)cc2[N+](=O)[O-])cc1, [Na+]. Yields the product CC(O)c1ccc(Oc2ccc(Cl)cc2[N+](=O)[O-])cc1. Reaction SMILES: [BH4-:21].[CH3:23][CH2:24][OH:25].[Cl:1][c:2]1[cH:3][c:4]([N+:18](=[O:19])[O-:20])[c:5]([O:6][c:7]2[cH:8][cH:9][c:10]([C:13]([CH3:14])=[O:15])[cH:11][cH:12]2)[cH:16][cH:17]1.[Na+:22]>>[Cl:1][c:2]1[cH:3][c:4]([N+:18](=[O:19])[O-:20])[c:5]([O:6][c:7]2[cH:8][cH:9][c:10]([CH:13]([CH3:14])[OH:15])[cH:11][cH:12]2)[cH:16][cH:17]1. Starting materials: C1CCOC1, CC(C)(C)[O-], C[Si](C)(C)CCOCCl, [K+], O=C(c1ccccc1)c1cccc(O)c1. Yields the product C[Si](C)(C)CCOCOc1cccc(C(=O)c2ccccc2)c1. As a reaction SMILES: [CH2:31]1[O:32][CH2:33][CH2:34][CH2:35]1.[CH3:16][C:17]([CH3:18])([O-:19])[CH3:20].[Cl:22][CH2:23][O:24][CH2:25][CH2:26][Si:27]([CH3:28])([CH3:29])[CH3:30].[K+:21].[OH:1][c:2]1[cH:3][c:4]([C:8](=[O:9])[c:10]2[cH:11][cH:12][cH:13][cH:14][cH:15]2)[cH:5][cH:6][cH:7]1>>[O:1]([c:2]1[cH:3][c:4]([C:8](=[O:9])[c:10]2[cH:11][cH:12][cH:13][cH:14][cH:15]2)[cH:5][cH:6][cH:7]1)[CH2:23][O:24][CH2:25][CH2:26][Si:27]([CH3:28])([CH3:29])[CH3:30]. The reactants are ClC=1C=CC=2N(N1)C=CN2 (6-chloroimidazo[1,2-b]pyridazine), SCCS(=O)(=O)[O-].[Na+] (sodium 2-mercaptoethanesulfonate), CO.[Na] (sodium-methanol). Run in CO (methanol). Product: N=1C=CN2N=C(C=CC21)SCCS(=O)(=O)[O-].[Na+] (sodium 2-[(imidazo[1,2-b]pyridazin-6-yl)thio]ethanesulfonate). Yield: 80.1%. RXN SMILES: Cl[C:2]1[CH:3]=[CH:4][C:5]2[N:6]([CH:8]=[CH:9][N:10]=2)[N:7]=1.[SH:11][CH2:12][CH2:13][S:14]([O-:17])(=[O:16])=[O:15].[Na+:18].CO.[Na]>CO>[N:10]1[CH:9]=[CH:8][N:6]2[C:5]=1[CH:4]=[CH:3][C:2]([S:11][CH2:12][CH2:13][S:14]([O-:17])(=[O:16])=[O:15])=[N:7]2.[Na+:18] |f:1.2,3.4,6.7,^1:20|. Reported procedure: To a solution of 1.35 g of 6-chloroimidazo[1,2-b]pyridazine in 30 ml of methanol were added 1.45 g of sodium 2-mercaptoethanesulfonate and 1.80 ml of 28 W/W/% sodium-methanol solution, followed by refluxing for 5 hours. The precipitated crystals were collected by filtration and washed with methanol to obtain 1.98 g of sodium 2-[(imidazo[1,2-b]pyridazin-6-yl)thio]ethanesulfonate. The reactants are 31P, CNC(=O)NC (1,3-dimethylurea), P(OC1=CC=CC=C1)(OC1=CC=CC=C1)OC1=CC=CC=C1 (triphenyl phosphite), CCCC=S (3-methylthiopropionaldehyde), cyclic ester, C1(=CC=CC=C1)O (phenol), CN1P(C(N(C1=O)C)CCSC)(OC1=CC=CC=C1)=O (1,4-dimethyl-3-(2-methylthioethyl)-2-phenoxy-1,4,2-diazaphospholidin-5-one-2-oxide). Solvent: C1(=CC=CC=C1)C (toluene), 100g, C1(=CC=CC=C1)C (toluene). The product is CN(C(=O)NC)C(CCSC)P(O)(O)=O (1-(1,3-Dimethylureido)-3-(methylthio)propylphosphonic acid). RXN SMILES: CNC(NC)=O.[P:7]([O:22]C1C=CC=CC=1)([O:15]C1C=CC=CC=1)[O:8]C1C=CC=CC=1.CCCC=S.[CH3:34][N:35]1[C:39](=[O:40])[N:38]([CH3:41])[CH:37]([CH2:42][CH2:43][S:44][CH3:45])P1(=O)OC1C=CC=CC=1.C1(O)C=CC=CC=1>C1(C)C=CC=CC=1>[CH3:41][N:38]([CH:37]([P:7](=[O:8])([OH:15])[OH:22])[CH2:42][CH2:43][S:44][CH3:45])[C:39]([NH:35][CH3:34])=[O:40]. Procedure details: When a mixture of 0.5 mole each of 1,3-dimethylurea, triphenyl phosphite, and 3-methylthiopropionaldehyde in 100g of toluene is warmed to 75°, a reaction is initiated and the temperature increases rapidly to 120°. After further warming at 105° for 1 hr, the resulting yellow product has a 31P nmr signal at -28.2 ppm for the cyclic ester, 1,4-dimethyl-3-(2-methylthioethyl)-2-phenoxy-1,4,2-diazaphospholidin-5-one-2-oxide. The above product is then employed in a toluene solution from which byproduct... Reactants: CC(C)(C)C1OC(=O)C(c2ccccc2)O1, C1CCOC1, C[Si](C)(C)[N-][Si](C)(C)C, [Cl-], [Li+], [NH4+], O=C1CCCC1. Product: CC(C)(C)C1OC(=O)C(c2ccccc2)(C2(O)CCCC2)O1. As a reaction SMILES: [C:11]([CH3:12])([CH3:13])([CH3:14])[CH:15]1[O:16][CH:17]([c:21]2[cH:22][cH:23][cH:24][cH:25][cH:26]2)[C:18](=[O:20])[O:19]1.[CH2:35]1[O:36][CH2:37][CH2:38][CH2:39]1.[CH3:1][Si:2]([CH3:3])([CH3:4])[N-:5][Si:6]([CH3:7])([CH3:8])[CH3:9].[Cl-:33].[Li+:10].[NH4+:34].[O:27]=[C:28]1[CH2:29][CH2:30][CH2:31][CH2:32]1>>[C:11]([CH3:12])([CH3:13])([CH3:14])[CH:15]1[O:16][C:17]([c:21]2[cH:22][cH:23][cH:24][cH:25][cH:26]2)([C:28]2([OH:27])[CH2:29][CH2:30][CH2:31][CH2:32]2)[C:18](=[O:20])[O:19]1. Reactants: C1(CCCC1)CCC(=O)N(C)[C@@H]1CCC2=CC=C(C=C12)C(=O)OC ((R)-Methyl 3-(3-cyclopentyl-N-methylpropanamido)-2,3-dihydro-1H-indene-5-carboxylate), O[Li].O (LiOH H2O). Solvent: CO.C1CCOC1.O (MeOH THF H2O). Run at time 4 hour. The product is C1(CCCC1)CCC(=O)N(C)[C@@H]1CCC2=CC=C(C=C12)C(=O)O ((R)-3-(3-Cyclopentyl-N-methylpropanamido)-2,3-dihydro-1H-indene-5-carboxylic acid). Isolated yield 83.0%. As a reaction SMILES: [CH:1]1([CH2:6][CH2:7][C:8]([N:10]([C@H:12]2[C:20]3[C:15](=[CH:16][CH:17]=[C:18]([C:21]([O:23]C)=[O:22])[CH:19]=3)[CH2:14][CH2:13]2)[CH3:11])=[O:9])[CH2:5][CH2:4][CH2:3][CH2:2]1.O[Li].O>CO.C1COCC1.O>[CH:1]1([CH2:6][CH2:7][C:8]([N:10]([C@H:12]2[C:20]3[C:15](=[CH:16][CH:17]=[C:18]([C:21]([OH:23])=[O:22])[CH:19]=3)[CH2:14][CH2:13]2)[CH3:11])=[O:9])[CH2:2][CH2:3][CH2:4][CH2:5]1 |f:1.2,3.4.5|. Reported procedure: (R)-Methyl 3-(3-cyclopentyl-N-methylpropanamido)-2,3-dihydro-1H-indene-5-carboxylate (B-80) (1.5 g, 4.56 mmol, 1.0 eq.) was dissolved in MeOH:THF:H2O (1:1:1, 24 ml); LiOH H2O (383 mg, 9.118 mmol, 2.0 eq.) was added at 0° C., and the mixture was stirred for 4 hours at RT. After monitoring by TLC, the reaction solution was concentrated under reduced pressure, and the residue was taken up in water (15 ml) and extracted with ethyl acetate (2×20 ml). The aqueous phase was adjusted to pH 1-2 with 3 M ...